From a dataset of the Open Reaction Database (ORD), a public repository of structured organic reaction records. describe an organic reaction: reactants, conditions, products, and yield Starting materials: N#Cc1ccc2c(c1)OC(F)(F)C(F)(F)O2, O, O=S(=O)(O)O. The product is NC(=O)c1ccc2c(c1)OC(F)(F)C(F)(F)O2. Reaction SMILES: [F:1][C:2]1([F:16])[C:3]([F:14])([F:15])[O:4][c:5]2[c:6]([cH:8][cH:9][c:10]([C:12]#[N:13])[cH:11]2)[O:7]1.[OH2:22].[S:17]([OH:18])(=[O:19])(=[O:20])[OH:21]>>[F:1][C:2]1([F:16])[C:3]([F:14])([F:15])[O:4][c:5]2[c:6]([cH:8][cH:9][c:10]([C:12]([NH2:13])=[O:18])[cH:11]2)[O:7]1.